Dataset: the Open Reaction Database (ORD), a public repository of structured organic reaction records. Task: describe an organic reaction: reactants, conditions, products, and yield Starting materials: C(C)C=1NC2=CC=C(C(=C2C1)C(F)(F)F)C#N (2-Ethyl-4-(trifluoromethyl)-1H-indole-5-carbonitrile), BrCC(=O)N (2-bromoacetamide). The solvent is CC#N (CH3CN). Run at temperature 90 celsius. Product: C(#N)C=1C(=C2C=C(N(C2=CC1)CC(=O)N)CC)C(F)(F)F (2-[5-Cyano-2-ethyl-4-(trifluoromethyl)-1H-indol-1-yl]acetamide). The yield is 376.3%. As a reaction SMILES: [CH2:1]([C:3]1[NH:4][C:5]2[C:10]([CH:11]=1)=[C:9]([C:12]([F:15])([F:14])[F:13])[C:8]([C:16]#[N:17])=[CH:7][CH:6]=2)[CH3:2].Br[CH2:19][C:20]([NH2:22])=[O:21]>CC#N>[C:16]([C:8]1[C:9]([C:12]([F:15])([F:13])[F:14])=[C:10]2[C:5](=[CH:6][CH:7]=1)[N:4]([CH2:19][C:20]([NH2:22])=[O:21])[C:3]([CH2:1][CH3:2])=[CH:11]2)#[N:17]. Reported procedure: 2-Ethyl-4-(trifluoromethyl)-1H-indole-5-carbonitrile (0.004 g, 0.018 mmol) Cs2CO3 (0.051 g, 0.16 mmol), and 2-bromoacetamide (0.022 g, 0.16 mmol) were combined in CH3CN (3 mL) and heated at 90° C. under N2 for 1 hr. Extraction with Et2O and washing with water and brine was followed by drying (Na2SO4), filtration, and concentration in vacuo. Purification (SiO2, EtOAc/hexanes) afforded the title compound (0.020 g): MS (ESI): m/z 296 (M+1). Procedure details: To a suspension of Intermediate 20 (0.04 g, 0.192 mmol) in ethanol (2.5 mL), 4-(trifluoromethyl)aniline (ALDRICH, 0.031 g, 0.192 mmol) was added and the mixture was stirred under reflux for 2 h. Solvent was removed in vacuo and the crude mixture was purified by preparative HPLC (SunFire 19×150 mm, H2O 0.1% TFA-ACN 0.1% TFA gradient from 10 to 100%) to yield a beige solid which was further purified by preparative HPLC (SunFire 19×150 mm, H2O 0.1% TFA-ACN 0.1% TFA gradient from 30 to 100%) to yiel... Starting materials: ClC1=CC(=NC=2N1N=C(N2)C2CC2)C (7-chloro-2-cyclopropyl-5-methyl[1,2,4]triazolo[1,5-a]pyrimidine), FC(C1=CC=C(N)C=C1)(F)F (4-(trifluoromethyl)aniline). RXN SMILES: Cl[C:2]1[N:7]2[N:8]=[C:9]([CH:11]3[CH2:13][CH2:12]3)[N:10]=[C:6]2[N:5]=[C:4]([CH3:14])[CH:3]=1.[F:15][C:16]([F:25])([F:24])[C:17]1[CH:23]=[CH:22][C:20]([NH2:21])=[CH:19][CH:18]=1>C(O)C>[CH:11]1([C:9]2[N:10]=[C:6]3[N:5]=[C:4]([CH3:14])[CH:3]=[C:2]([NH:21][C:20]4[CH:22]=[CH:23][C:17]([C:16]([F:15])([F:24])[F:25])=[CH:18][CH:19]=4)[N:7]3[N:8]=2)[CH2:13][CH2:12]1. The product is C1(CC1)C1=NN2C(N=C(C=C2NC2=CC=C(C=C2)C(F)(F)F)C)=N1 (2-cyclopropyl-5-methyl-N-[4-(trifluoromethyl)phenyl][1,2,4]triazolo[1,5-a]pyrimidin-7-amine). The solvent is C(C)O (ethanol). Reactants: [Si](C)(C)(C(C)(C)C)OC1CCC2=C(C=CC=C12)C1=CN=C(O1)C=1C=CC(=C(C#N)C1)OC(C)C (5-(5-(1-(tert-butyldimethylsilyloxy)-2,3-dihydro-1H-inden-4-yl)oxazol-2-yl)-2-isopropoxybenzonitrile), solution, [F-].C(CCC)[N+](CCCC)(CCCC)CCCC (tetrabutylammonium fluoride). Run in C1CCOC1 (THF), C1CCOC1 (THF). Reaction conditions: time 16 hour. Yields the product OC1CCC2=C(C=CC=C12)C1=CN=C(O1)C=1C=CC(=C(C#N)C1)OC(C)C (5-(5-(1-hydroxy-2,3-dihydro-1H-inden-4-yl)oxazol-2-yl)-2-isopropoxybenzonitrile). Isolated yield 63.0%. Reaction SMILES: [Si]([O:8][CH:9]1[C:17]2[C:12](=[C:13]([C:18]3[O:22][C:21]([C:23]4[CH:24]=[CH:25][C:26]([O:31][CH:32]([CH3:34])[CH3:33])=[C:27]([CH:30]=4)[C:28]#[N:29])=[N:20][CH:19]=3)[CH:14]=[CH:15][CH:16]=2)[CH2:11][CH2:10]1)(C(C)(C)C)(C)C.[F-].C([N+](CCCC)(CCCC)CCCC)CCC>C1COCC1>[OH:8][CH:9]1[C:17]2[C:12](=[C:13]([C:18]3[O:22][C:21]([C:23]4[CH:24]=[CH:25][C:26]([O:31][CH:32]([CH3:34])[CH3:33])=[C:27]([CH:30]=4)[C:28]#[N:29])=[N:20][CH:19]=3)[CH:14]=[CH:15][CH:16]=2)[CH2:11][CH2:10]1 |f:1.2|. Procedure details: To a solution of 5-(5-(1-(tert-butyldimethylsilyloxy)-2,3-dihydro-1H-inden-4-yl)oxazol-2-yl)-2-isopropoxybenzonitrile INT-33 (350 mg, 0.737 mmol) in anhydrous THF (2 mL) was added a 1M solution of tetrabutylammonium fluoride in THF (3.6 mL, 3.6 mmol) at 0° C. The reaction mixture was allowed to stir at room temperature for 16 h before quenching with brine (5 mL). The THF was removed under vacuum, the residue was diluted with water (5 mL), and the aqueous layer was extracted with EA. The combined... Starting materials: FC(C=1C=C(CCO)C=CC1)(F)F (3-(trifluoromethyl)phenethyl alcohol), CC(=O)OI1(C=2C=CC=CC2C(=O)O1)(OC(=O)C)OC(=O)C (Dess-Martin periodinane), C(O)([O-])=O.[Na+] (sodium hydrogencarbonate), S(=S)(=O)([O-])[O-].[Na+].[Na+] (sodium thiosulfate). Solvent: C(Cl)(Cl)Cl (chloroform). Yields the product FC(C=1C=C(C=CC1)CC=O)(F)F ([3-(Trifluoromethyl)phenyl]acetaldehyde). Yield: 60.1%. As a reaction SMILES: [F:1][C:2]([F:13])([F:12])[C:3]1[CH:4]=[C:5]([CH:9]=[CH:10][CH:11]=1)[CH2:6][CH2:7][OH:8].CC(OI1(OC(C)=O)(OC(C)=O)OC(=O)C2C=CC=CC1=2)=O.C(=O)([O-])O.[Na+].S([O-])([O-])(=O)=S.[Na+].[Na+]>C(Cl)(Cl)Cl>[F:1][C:2]([F:12])([F:13])[C:3]1[CH:4]=[C:5]([CH2:6][CH:7]=[O:8])[CH:9]=[CH:10][CH:11]=1 |f:2.3,4.5.6|. Reported procedure: To a solution of 3-(trifluoromethyl)phenethyl alcohol (2.00 g) in chloroform (50.0 mL), Dess-Martin periodinane (4.70 g) was added under cooling with ice. After being brought to room temperature, the reaction mixture was stirred for an hour. Subsequently, a saturated aqueous solution of sodium hydrogencarbonate (25.0 mL) and a saturated aqueous solution of sodium thiosulfate (25.0 mL) were added and the mixture was vigorously stirred for an hour. After phase separation, the organic layer was dri... Starting materials: C(C)OC(C=CC=1C=NC(=C(C1)Cl)C(C)(C)C#N)=O (3-[5-Chloro-6-(cyano-dimethyl-methyl)-pyridin-3-yl]-acrylic acid ethyl ester), [H][H] (hydrogen). Solvent: C(C)O (ethanol). Reaction conditions: time 1 hour. Reaction SMILES: [CH2:1]([O:3][C:4](=[O:19])[CH:5]=[CH:6][C:7]1[CH:8]=[N:9][C:10]([C:14]([C:17]#[N:18])([CH3:16])[CH3:15])=[C:11]([Cl:13])[CH:12]=1)[CH3:2].[H][H]>[OH-].[OH-].[Pd+2].C(O)C>[CH2:1]([O:3][C:4](=[O:19])[CH2:5][CH2:6][C:7]1[CH:8]=[N:9][C:10]([C:14]([C:17]#[N:18])([CH3:15])[CH3:16])=[C:11]([Cl:13])[CH:12]=1)[CH3:2] |f:2.3.4|. Procedure: To a solution of 3-[5-chloro-6-(cyano-dimethyl-methyl)-pyridin-3-yl]-acrylic acid ethyl ester (0.74 g, 2.65 mmol) from step 3 above was added ethanol (10 mL) and Pd(OH)2/C (0.37 g). The reaction was placed under a hydrogen atmosphere using a balloon filled with hydrogen. The slurry was stirred vigorously for 1 hour. The reaction was filtered to remove all of the solids, and the liquid was concentrated to an white solid which was used in next reaction without further purification. 1H NMR (400 MHz... Product: C(C)OC(CCC=1C=NC(=C(C1)Cl)C(C)(C)C#N)=O (3-[5-Chloro-6-(cyano-dimethyl-methyl)-pyridin-3-yl]-propionic acid ethyl ester). The reagents and catalysts are [OH-].[OH-].[Pd+2] (Pd(OH)2/C). Reactants: CO, CCO, [H][H], CN(C)S(=O)(=O)c1ccc(C(=O)NOC2CCCCO2)c(Nc2ccc(I)cc2Cl)c1. The product is CN(C)S(=O)(=O)c1ccc(C(=O)NO)c(Nc2ccc(I)cc2Cl)c1. RXN SMILES: [CH3:34][OH:35].[CH3:36][CH2:37][OH:38].[H:32][H:33].[O:1]1[CH2:2][CH2:3][CH2:4][CH2:5][CH:6]1[O:7][NH:8][C:9]([c:10]1[c:11]([NH:22][c:23]2[c:24]([Cl:30])[cH:25][c:26]([I:29])[cH:27][cH:28]2)[cH:12][c:13]([S:16]([N:17]([CH3:18])[CH3:19])(=[O:20])=[O:21])[cH:14][cH:15]1)=[O:31]>>[OH:7][NH:8][C:9]([c:10]1[c:11]([NH:22][c:23]2[c:24]([Cl:30])[cH:25][c:26]([I:29])[cH:27][cH:28]2)[cH:12][c:13]([S:16]([N:17]([CH3:18])[CH3:19])(=[O:20])=[O:21])[cH:14][cH:15]1)=[O:31].